Dataset: the Open Reaction Database (ORD), a public repository of structured organic reaction records. Task: describe an organic reaction: reactants, conditions, products, and yield Reagents/catalysts: O=C([O-])[O-].[Cs+].[Cs+] (cesium carbonate), [I-].[K+] (potassium iodide). The product is CC(C%20=CC=CN=C%20)OCCCN(C)C. Reactants: CC(Cl)c1cccnc1, OCCCN(C)C. Run at temperature 70 celsius, time 16 hour. Solvent: CN(C)C=O (DMF), CN(C)C=O (dmf), CN(C)C=O (DMF). Reactants: CCCC[Sn](CCCC)(CCCC)c1ccco1, CN1CCCC1=O, O=C(C=Cc1ccccc1)C=Cc1ccccc1, O=C(C=Cc1ccccc1)C=Cc1ccccc1, O=C(C=Cc1ccccc1)C=Cc1ccccc1, O, [Pd], [Pd], C1=[As]C(c2ccccc2)=C(c2ccccc2)C(c2ccccc2)=C1, CC(C)(C)C(NC(=O)c1cccc(I)c1)n1nnc2ccccc21. Product: CC(C)(C)C(NC(=O)c1cccc(-c2ccco2)c1)n1nnc2ccccc21. Reaction SMILES: [CH2:25]([Sn:26]([CH2:27][CH2:28][CH2:29][CH3:35])([c:30]1[o:31][cH:32][cH:33][cH:34]1)[CH2:36][CH2:37][CH2:38][CH3:39])[CH2:40][CH2:41][CH3:42].[CH3:67][N:68]1[CH2:69][CH2:70][CH2:71][C:72]1=[O:73].[O:113]=[C:114]([CH:115]=[CH:116][c:117]1[cH:118][cH:119][cH:120][cH:121][cH:122]1)[CH:123]=[CH:124][c:125]1[cH:126][cH:127][cH:128][cH:129][cH:130]1.[O:77]=[C:78]([CH:79]=[CH:80][c:81]1[cH:82][cH:83][cH:84][cH:85][cH:86]1)[CH:87]=[CH:88][c:89]1[cH:90][cH:91][cH:92][cH:93][cH:94]1.[O:95]=[C:96]([CH:97]=[CH:98][c:99]1[cH:100][cH:101][cH:102][cH:103][cH:104]1)[CH:105]=[CH:106][c:107]1[cH:108][cH:109][cH:110][cH:111][cH:112]1.[OH2:74].[Pd:75].[Pd:76].[c:43]1([C:44]2=[CH:45][CH:46]=[As:47][C:48]([c:49]3[cH:50][cH:51][cH:52][cH:53][cH:54]3)=[C:55]2[c:56]2[cH:57][cH:58][cH:59][cH:60][cH:61]2)[cH:62][cH:63][cH:64][cH:65][cH:66]1.[n:1]1([CH:10]([C:11]([CH3:12])([CH3:13])[CH3:14])[NH:15][C:16]([c:17]2[cH:18][c:19]([I:23])[cH:20][cH:21][cH:22]2)=[O:24])[n:2][n:3][c:4]2[c:5]1[cH:6][cH:7][cH:8][cH:9]2>>[n:1]1([CH:10]([C:11]([CH3:12])([CH3:13])[CH3:14])[NH:15][C:16]([c:17]2[cH:18][c:19](-[c:30]3[o:31][cH:32][cH:33][cH:34]3)[cH:20][cH:21][cH:22]2)=[O:24])[n:2][n:3][c:4]2[c:5]1[cH:6][cH:7][cH:8][cH:9]2. Reactants: ClC=1C=CC(=C(CN2C3=C(NCC2)N=CC(=C3)C=3C=C(C(=O)O)C=CC3)C1)C(F)(F)F (3-{1-[5-chloro-2-(trifluoromethyl)benzyl]-1,2,3,4-tetrahydropyrido[2,3-b]pyrazin-7-yl}benzoic acid), NC1CCN(CC1)CC1=CC=CC=C1 (4-amino-1-benzylpiperidine). Product: C(C1=CC=CC=C1)N1CCC(CC1)NC(C1=CC(=CC=C1)C1=CC2=C(NCCN2CC2=C(C=CC(=C2)Cl)C(F)(F)F)N=C1)=O (N-(1-Benzylpiperidin-4-yl)-3-{1-[5-chloro-2-(trifluoromethyl)benzyl]-1,2,3,4-tetrahydropyrido[2,3-b]pyrazin-7-yl]benzamide). Reaction SMILES: [Cl:1][C:2]1[CH:3]=[CH:4][C:5]([C:28]([F:31])([F:30])[F:29])=[C:6]([CH:27]=1)[CH2:7][N:8]1[CH2:13][CH2:12][NH:11][C:10]2[N:14]=[CH:15][C:16]([C:18]3[CH:19]=[C:20]([CH:24]=[CH:25][CH:26]=3)[C:21](O)=[O:22])=[CH:17][C:9]1=2.[NH2:32][CH:33]1[CH2:38][CH2:37][N:36]([CH2:39][C:40]2[CH:45]=[CH:44][CH:43]=[CH:42][CH:41]=2)[CH2:35][CH2:34]1>>[CH2:39]([N:36]1[CH2:37][CH2:38][CH:33]([NH:32][C:21](=[O:22])[C:20]2[CH:24]=[CH:25][CH:26]=[C:18]([C:16]3[CH:15]=[N:14][C:10]4[NH:11][CH2:12][CH2:13][N:8]([CH2:7][C:6]5[CH:27]=[C:2]([Cl:1])[CH:3]=[CH:4][C:5]=5[C:28]([F:31])([F:30])[F:29])[C:9]=4[CH:17]=3)[CH:19]=2)[CH2:34][CH2:35]1)[C:40]1[CH:41]=[CH:42][CH:43]=[CH:44][CH:45]=1. Procedure details: 3-{1-[5-chloro-2-(trifluoromethyl)benzyl]-1,2,3,4-tetrahydropyrido[2,3-b]pyrazin-7-yl}benzoic acid was reacted with 4-amino-1-benzylpiperidine as in General Procedure 10 to give the title compound. LCMS: m/z=619.96 (M+H+); retention time=0.62 minutes. Conditions: time 1 hour. Reported procedure: To KH (35%; (0.34 g; 0.0029 mole) in THF (8 ml) under N2 and cooled in an ice bath is added N-trityl-5-hydroxytricyclo-[3.3.1.13,7 ]decan-2-amine (1.0 g; 0.0025 mole) This forms a pale yellow solution and is stirred at room temperature for 1 hour. The reaction mixture is then cooled in ice and 4-(benzoxazol-2-yl)benzyl bromide (0.7 g; 0.0025 mole) is added all at once. The mixture is stirred for 1/2 hour with ice cooling and then 31/2 hours at room temperature then cooled in ice and MeOH is adde... Starting materials: C(C1=CC=CC=C1)(C1=CC=CC=C1)(C1=CC=CC=C1)NC1C2CC3CC(CC1C3)(C2)O (N-trityl-5-hydroxytricyclo-[3.3.1.13,7 ]decan-2-amine), O1C(=NC2=C1C=CC=C2)C2=CC=C(CBr)C=C2 (4-(benzoxazol-2-yl)benzyl bromide), CO (MeOH). Product: C(C1=CC=CC=C1)(C1=CC=CC=C1)(C1=CC=CC=C1)NC1C2CC3CC(CC1C3)(C2)OCC2=CC=C(C=C2)C=2OC3=C(N2)C=CC=C3 (N-trityl-5-[4-(benzoxazol-2-yl)benzyloxy]tricyclo[3.3.1.13,7 ]decan-2-amine). As a reaction SMILES: [C:1]([NH:20][CH:21]1[CH:28]2[CH2:29][CH:24]3[CH2:25][C:26]([OH:31])([CH2:30][CH:22]1[CH2:23]3)[CH2:27]2)([C:14]1[CH:19]=[CH:18][CH:17]=[CH:16][CH:15]=1)([C:8]1[CH:13]=[CH:12][CH:11]=[CH:10][CH:9]=1)[C:2]1[CH:7]=[CH:6][CH:5]=[CH:4][CH:3]=1.[O:32]1[C:36]2[CH:37]=[CH:38][CH:39]=[CH:40][C:35]=2[N:34]=[C:33]1[C:41]1[CH:48]=[CH:47][C:44]([CH2:45]Br)=[CH:43][CH:42]=1.CO>C1COCC1>[C:1]([NH:20][CH:21]1[CH:22]2[CH2:23][CH:24]3[CH2:25][C:26]([O:31][CH2:45][C:44]4[CH:47]=[CH:48][C:41]([C:33]5[O:32][C:36]6[CH:37]=[CH:38][CH:39]=[CH:40][C:35]=6[N:34]=5)=[CH:42][CH:43]=4)([CH2:27][CH:28]1[CH2:29]3)[CH2:30]2)([C:14]1[CH:19]=[CH:18][CH:17]=[CH:16][CH:15]=1)([C:2]1[CH:7]=[CH:6][CH:5]=[CH:4][CH:3]=1)[C:8]1[CH:13]=[CH:12][CH:11]=[CH:10][CH:9]=1. The solvent is C1CCOC1 (THF). The reactants are BrC=1C=C(C=CC1OC)CC(=O)O (3-Bromo-4-methoxyphenylacetic acid), Br (hydrogen bromide). Solvent: C(C)(=O)O (acetic acid). The product is BrC=1C=C(C=CC1O)CC(=O)O ((3-Bromo-4-hydroxy-phenyl)-acetic acid). Reaction SMILES: [Br:1][C:2]1[CH:3]=[C:4]([CH2:10][C:11]([OH:13])=[O:12])[CH:5]=[CH:6][C:7]=1[O:8]C.Br>C(O)(=O)C>[Br:1][C:2]1[CH:3]=[C:4]([CH2:10][C:11]([OH:13])=[O:12])[CH:5]=[CH:6][C:7]=1[OH:8]. Reported procedure: 3-Bromo-4-methoxyphenylacetic acid (1.3 g, 5.6 mmol) was heated in a solution of hydrogen bromide (3 mL) and acetic acid (3 mL) at 100° C. overnight. The mixture was then partitioned between EtOAc and H2O, and the aqueous layer was separated and extracted with EtOAc. The combined organic layers were washed with brine, dried over MgSO4, filtered, and concentrated to give the title compound.